From a dataset of the Open Reaction Database (ORD), a public repository of structured organic reaction records. describe an organic reaction: reactants, conditions, products, and yield The reactants are C1(=CC=CC=C1)O (phenol), OO (H2O2), OO (H2O2). Reaction SMILES: [C:1]1([OH:7])[CH:6]=[CH:5][CH:4]=[CH:3][CH:2]=1.[OH:8]O>[Ti].O>[C:1]1([C:6](=[CH:5][CH:4]=[CH:3][CH:2]=1)[OH:8])[OH:7].[C:1]1([CH:6]=[CH:5][C:4]([OH:8])=[CH:3][CH:2]=1)[OH:7].[C:1]1([OH:7])[CH:6]=[CH:5][CH:4]=[CH:3][CH:2]=1 |f:4.5|. Run in O (water). Reported procedure: A 10-liter reactor equipped with a condenser and a stirrer is charged with 4,890 g of phenol, 920 g of demineralized water and 50 g of titanium silicalite. The mixture is heated to 98° C. As the system reaches its thermal equilibrium, there are added, by means of a metering pump, 576 g of 60% H2O2. On completion of the reaction there are obtained 603 g of pyrocatechol+Hydroquinone corresponding to 5.486 mols of phenol with a yield relative to H2O2 of 54% and a selectivity in hydroquinone of 55%,... Run at temperature 98 celsius. Reagents/catalysts: [Ti] (titanium). Product: C=1(O)C(O)=CC=CC1.C1(O)=CC=C(O)C=C1 (pyrocatechol Hydroquinone), C1(=CC=CC=C1)O (phenol). Starting materials: BrC1=NC=CC(=C1)O (2-bromopyridin-4-ol), BrC1CCCC1 (bromocyclopentane), C([O-])([O-])=O.[Cs+].[Cs+] (cesium carbonate). The solvent is CN(C)C=O (DMF). Conditions: temperature 120 celsius. The product is BrC1=NC=CC(=C1)OC1CCCC1 (2-bromo-4-cyclopentyloxy-pyridine). Yield: 82.2%. Reaction SMILES: [Br:1][C:2]1[CH:7]=[C:6]([OH:8])[CH:5]=[CH:4][N:3]=1.Br[CH:10]1[CH2:14][CH2:13][CH2:12][CH2:11]1.C(=O)([O-])[O-].[Cs+].[Cs+]>CN(C=O)C>[Br:1][C:2]1[CH:7]=[C:6]([O:8][CH:10]2[CH2:14][CH2:13][CH2:12][CH2:11]2)[CH:5]=[CH:4][N:3]=1 |f:2.3.4|. Procedure details: To a solution of 2-bromopyridin-4-ol (1.6 g, 9.2 mmol) and bromocyclopentane (1.28 mL, 12.0 mmol) in DMF (12 mL) in a microwave vial was added cesium carbonate (4.19 g, 12.9 mmol). The vial was sealed and heated in a microwave reactor at 120° C. for 2 h. The reaction mixture was cooled to room temperature, quenched with water and extracted with EtOAc (3×). The combined organics were washed with sat'd LiCl and sat'd NaCl then dried over MgSO4 and concentrated. The residue was purified by SiO2 chr... Reactants: BrCCCBr, O=C([O-])[O-], [K+], [K+], CN(C)C=O, COc1cc2c(Oc3ccc4[nH]ccc4c3)ncnc2cc1O. Product: COc1cc2c(Oc3ccc4[nH]ccc4c3)ncnc2cc1OCCCBr. As a reaction SMILES: [Br:30][CH2:31][CH2:32][CH2:33][Br:34].[C:24](=[O:25])([O-:26])[O-:27].[K+:28].[K+:29].[O:35]=[CH:36][N:37]([CH3:38])[CH3:39].[OH:1][c:2]1[c:3]([O:22][CH3:23])[cH:4][c:5]2[c:6]([O:12][c:13]3[cH:14][c:15]4[cH:16][cH:17][nH:18][c:19]4[cH:20][cH:21]3)[n:7][cH:8][n:9][c:10]2[cH:11]1>>[O:1]([c:2]1[c:3]([O:22][CH3:23])[cH:4][c:5]2[c:6]([O:12][c:13]3[cH:14][c:15]4[cH:16][cH:17][nH:18][c:19]4[cH:20][cH:21]3)[n:7][cH:8][n:9][c:10]2[cH:11]1)[CH2:33][CH2:32][CH2:31][Br:30]. Reactants: NC=1N=C(C2=C(N1)N(C(C(=C2)Br)=O)CC)C (2-amino-6-bromo-8-ethyl-4-methylpyrido[2,3-d]pyrimidin-7(8H)-one), C(CCC)[Sn](C=1SC=CN1)(CCCC)CCCC (2-tributylstannylthiazole). The reagents and catalysts are C=1C=CC(=CC1)[P](C=2C=CC=CC2)(C=3C=CC=CC3)[Pd]([P](C=4C=CC=CC4)(C=5C=CC=CC5)C=6C=CC=CC6)([P](C=7C=CC=CC7)(C=8C=CC=CC8)C=9C=CC=CC9)[P](C=1C=CC=CC1)(C=1C=CC=CC1)C=1C=CC=CC1 (Pd(PPh3)4). Solvent: C1(=CC=CC=C1)C (toluene). Reaction conditions: temperature 110 celsius, time 12 hour. Product: NC=1N=C(C2=C(N1)N(C(C(=C2)C=2SC=CN2)=O)CC)C (2-amino-8-ethyl-4-methyl-6-(1,3-thiazol-2-yl)pyrido[2,3-d]pyrimidin-7(8H)-one). Yield: 35.0%. RXN SMILES: [NH2:1][C:2]1[N:3]=[C:4]([CH3:16])[C:5]2[CH:11]=[C:10](Br)[C:9](=[O:13])[N:8]([CH2:14][CH3:15])[C:6]=2[N:7]=1.C([Sn](CCCC)(CCCC)[C:22]1[S:23][CH:24]=[CH:25][N:26]=1)CCC>C1(C)C=CC=CC=1.C1C=CC([P]([Pd]([P](C2C=CC=CC=2)(C2C=CC=CC=2)C2C=CC=CC=2)([P](C2C=CC=CC=2)(C2C=CC=CC=2)C2C=CC=CC=2)[P](C2C=CC=CC=2)(C2C=CC=CC=2)C2C=CC=CC=2)(C2C=CC=CC=2)C2C=CC=CC=2)=CC=1>[NH2:1][C:2]1[N:3]=[C:4]([CH3:16])[C:5]2[CH:11]=[C:10]([C:22]3[S:23][CH:24]=[CH:25][N:26]=3)[C:9](=[O:13])[N:8]([CH2:14][CH3:15])[C:6]=2[N:7]=1 |^1:45,47,66,85|. Reported procedure: To a pressure tube charged with 2-amino-6-bromo-8-ethyl-4-methylpyrido[2,3-d]pyrimidin-7(8H)-one (500 mg, 1.77 mmol) and 2-tributylstannylthiazole (793 mg, 3.54 mmol) in dry toluene (6.0 mL) was added Pd(PPh3)4 (204 mg, 0.177 mmol). The pressure tube was sealed under nitrogen and heated to 110° C. After 12 h, the reaction was cooled to room temperature and concentrated in vacuo. The residue was redissolved in ethyl acetate and 40% KF on alumina (2 g) added. After 30 minutes, the alumina was filt... Starting materials: O1C2C(C3=CC=CC=C3C(C21)=O)=O (2,3-epoxy-2, 3-dihydro-1,4-naphthoquinone), C(C1=CC=CC=C1)N(CCNC)C (N-benzyl-N,N'-dimethylethylene-diamine). Solvent: C(C)O (ethanol). Reaction conditions: time 20 hour. The product is OC=1C(C2=CC=CC=C2C(C1N(CCN(CC1=CC=CC=C1)C)C)=O)=O (2-Hydroxy-3-[methyl[2-[methyl (phenylmethyl)amino]-ethyl]amino]-1,4-naphthalenedione). As a reaction SMILES: [O:1]1[CH:11]2[CH:2]1[C:3](=[O:13])[C:4]1[C:9]([C:10]2=[O:12])=[CH:8][CH:7]=[CH:6][CH:5]=1.[CH2:14]([N:21]([CH3:26])[CH2:22][CH2:23][NH:24][CH3:25])[C:15]1[CH:20]=[CH:19][CH:18]=[CH:17][CH:16]=1>C(O)C>[OH:1][C:11]1[C:10](=[O:12])[C:9]2[C:4]([C:3](=[O:13])[C:2]=1[N:24]([CH3:25])[CH2:23][CH2:22][N:21]([CH3:26])[CH2:14][C:15]1[CH:20]=[CH:19][CH:18]=[CH:17][CH:16]=1)=[CH:5][CH:6]=[CH:7][CH:8]=2. Procedure details: A mixture of 2.61 g of 2,3-epoxy-2, 3-dihydro-1,4-naphthoquinone, 2.67 g of N-benzyl-N,N'-dimethylethylene-diamine and 150 ml of absolute ethanol was stirred for 20 hours, then concentrated to one-half its original volume and refrigerated overnight. The solvent was removed, the residue dissolved in dichloromethane and passed through a pad of hydrous magnesium silicate and silica, eluting first with dichloromethane, then with 1% methanol in dichloromethane. The active fraction was flash chromatog...